This data is from the Open Reaction Database (ORD), a public repository of structured organic reaction records. The task is: describe an organic reaction: reactants, conditions, products, and yield The reactants are [OH-].[K+] (KOH), C(C(=C)C)(=O)OCC(CCl)O (CHPMA), C(C(=C)C)(=O)OCC(CCl)O (3-chloro-2-hydroxypropyl methacrylate), alkali metal hydroxides, [OH-].[Na+] (sodium hydroxide), [OH-].[K+] (potassium hydroxide), C(Cl)C1CO1 (epichlorohydrin). Solvent: O (water). The product is C(C(=C)C)(=O)OCC1CO1 (glycidyl methacrylate), [Cl-].[K+] (potassium chloride). As a reaction SMILES: [C:1]([O:6][CH2:7][CH:8]([OH:11])[CH2:9][Cl:10])(=[O:5])[C:2]([CH3:4])=[CH2:3].[OH-].[Na+].[OH-].[K+:15].C(C1OC1)Cl>O>[C:1]([O:6][CH2:7][CH:8]1[O:11][CH2:9]1)(=[O:5])[C:2]([CH3:4])=[CH2:3].[Cl-:10].[K+:15] |f:1.2,3.4,8.9|. Procedure details: A feed with 3-chloro-2-hydroxypropyl methacrylate (CHPMA), epichlorohydrln, and minor amounts of by-products (GMA and heavies such as polymer by-product materials) flows into an epoxidation reactor to which aqueous alkali metal hydroxides such as sodium hydroxide (NaOH) or potassium hydroxide (KOH) and additional epichlorohydrin are added. KOH reacts with CHPMA to form glycidyl methacrylate to (GMA), water, and potassium chloride (KCl). Sodium hydroxide may be used in place of KOH, but a higher ... Reactants: ClC1=C(C=CC(=C1)Cl)C1=C(C=C(C(N1)=O)C#N)C1=CC=C(C=C1)Cl (6-(2,4-Dichlorophenyl)-5-(4-chlorophenyl)-2-oxo-1,2-dihydropyridine-3-carbonitrile), C[Mg+].[Br-] (MeMgBr), C1CCOC1 (THF), C(=CC)[Mg]Br (prop-1-enylmagnesium bromide). Conditions: temperature 50 celsius, time 3 minute. Yields the product ClC1=CC=C(C=C1)C=1C=C2C(=NC1C1=C(C=C(C=C1)Cl)Cl)OC(CC2=O)C (6-(4-Chlorophenyl)-7-(2,4-dichlorophenyl)-2-methyl-2,3-dihydro-4H-pyrano[2,3-b]pyridin-4-one). As a reaction SMILES: [Cl:1][C:2]1[CH:7]=[C:6]([Cl:8])[CH:5]=[CH:4][C:3]=1[C:9]1[NH:14][C:13](=[O:15])[C:12]([C:16]#N)=[CH:11][C:10]=1[C:18]1[CH:23]=[CH:22][C:21]([Cl:24])=[CH:20][CH:19]=1.C[Mg+].[Br-].[CH:28]([Mg]Br)=[CH:29][CH3:30].C1C[O:36]CC1>>[Cl:24][C:21]1[CH:20]=[CH:19][C:18]([C:10]2[CH:11]=[C:12]3[C:16](=[O:36])[CH2:28][CH:29]([CH3:30])[O:15][C:13]3=[N:14][C:9]=2[C:3]2[CH:4]=[CH:5][C:6]([Cl:8])=[CH:7][C:2]=2[Cl:1])=[CH:23][CH:22]=1 |f:1.2|. Procedure details: To the product of Example 1 Step B (7.0 g, 18.6 mmol in THF (90 mL) was added MeMgBr (1.4 M in toluene/THF, 14 mL, 19.6 mmol). After stirring for 3 min, prop-1-enylmagnesium bromide (0.5 M in THF, 55.9 mL, 28 mmol) was added and the temperature was increased to 50° C. The reaction was quenched with 2 M HCl after 30 min and diluted with EtOAc. The solution was washed with brine, and concentrated The residue was purified by flash chromatography on silica gel gradient eluted with 0-35% EtOAc in hex... The reactants are C1(CCCCC1)NC(=O)N (cyclohexylurea), S(=O)(=O)(C1=CC=C(C)C=C1)Cl (Tosyl chloride). Run at time 9 hour. Product: C1CCC(CC1)N=C=NC2CCCCC2 (DCC). RXN SMILES: [CH:1]1([NH:7][C:8]([NH2:10])=O)[CH2:6][CH2:5][CH2:4][CH2:3][CH2:2]1.S(Cl)([C:14]1[CH:20]=[CH:19][C:17](C)=[CH:16][CH:15]=1)(=O)=O>>[CH2:4]1[CH2:5][CH2:6][CH:1]([N:7]=[C:8]=[N:10][CH:14]2[CH2:20][CH2:19][CH2:17][CH2:16][CH2:15]2)[CH2:2][CH2:3]1. Reported procedure: The polymer bound cyclohexylurea (PS-DCU; 1 g of 1.25 mmol/g) recovered after N-acylation is suspended in dimethylformamide (DMF; 10 ml) in a two-necked round-bottom flask (50 ml) equipped with a silicone rubber septum and a reverse filter funnel under exclusion of moisture and air. Tosyl chloride (TsCl; 0.47 g, 2.5 mmol) is added slowly over a period of 20 minutes to the above suspension of PS-DCU. The mixture is shaken gently for 8-10 hours and supernatant is removed by reverse filtration and ... The reactants are CC(=O)O[BH-](OC(C)=O)OC(C)=O, O=C([O-])O, CCOC(=O)C1(CCCn2c(=O)ccc3ccc(OC)cc32)CCNCC1, CC(=O)O, ClC(Cl)Cl, ClCCl, [Na+], [Na+], O=CC=Cc1ccco1. The product is CCOC(=O)C1(CCCn2c(=O)ccc3ccc(OC)cc32)CCN(CC=Cc2ccco2)CC1. As a reaction SMILES: [C:37]([O:38][BH-:39]([O:40][C:41](=[O:42])[CH3:43])[O:44][C:45](=[O:46])[CH3:47])(=[O:48])[CH3:49].[C:51](=[O:52])([O-:53])[OH:54].[CH3:1][O:2][c:3]1[cH:4][cH:5][c:6]2[cH:7][cH:8][c:9](=[O:27])[n:10]([CH2:13][CH2:14][CH2:15][C:16]3([C:22](=[O:23])[O:24][CH2:25][CH3:26])[CH2:17][CH2:18][NH:19][CH2:20][CH2:21]3)[c:11]2[cH:12]1.[CH3:60][C:61](=[O:62])[OH:63].[CH:56]([Cl:57])([Cl:58])[Cl:59].[Cl:64][CH2:65][Cl:66].[Na+:50].[Na+:55].[o:28]1[c:29]([CH:33]=[CH:34][CH:35]=[O:36])[cH:30][cH:31][cH:32]1>>[CH3:1][O:2][c:3]1[cH:4][cH:5][c:6]2[cH:7][cH:8][c:9](=[O:27])[n:10]([CH2:13][CH2:14][CH2:15][C:16]3([C:22](=[O:23])[O:24][CH2:25][CH3:26])[CH2:17][CH2:18][N:19]([CH2:35][CH:34]=[CH:33][c:29]4[o:28][cH:32][cH:31][cH:30]4)[CH2:20][CH2:21]3)[c:11]2[cH:12]1. Reactants: CN(C)S(=O)(=O)Nc1cccc(C(=O)c2ccccc2)c1, CON, CCO, Cl. The product is CON=C(c1ccccc1)c1cccc(NS(=O)(=O)N(C)C)c1. Reaction SMILES: [CH3:1][N:2]([S:3](=[O:4])(=[O:5])[NH:6][c:7]1[cH:8][c:9]([C:10](=[O:11])[c:12]2[cH:13][cH:14][cH:15][cH:16][cH:17]2)[cH:18][cH:19][cH:20]1)[CH3:21].[CH3:23][O:24][NH2:25].[CH3:26][CH2:27][OH:28].[ClH:22]>>[CH3:1][N:2]([S:3](=[O:4])(=[O:5])[NH:6][c:7]1[cH:8][c:9]([C:10]([c:12]2[cH:13][cH:14][cH:15][cH:16][cH:17]2)=[N:25][O:24][CH3:23])[cH:18][cH:19][cH:20]1)[CH3:21]. Starting materials: O=C(O)c1ccnc(C(F)(F)F)c1, Nc1ccc2nccnc2c1. Reagents/catalysts: C[N+](=C(N1CCOCC1)N2C3=C(C=C(C=C3)Cl)[N+](=N2)[O-])C.F[P-](F)(F)(F)(F)F (HDMC), CCN(C(C)C)C(C)C (DIPEA). The solvent is CN(C)C=O (DMF), CN(C)C=O (DMF), CN(C)C=O (DMF), CN(C)C=O (DMF), CN(C)C=O (DMF), CN(C)C=O (DMF). Run at temperature 25 celsius, time 2 hour. Product: O=C(Nc1ccc2nccnc2c1)c1ccnc(C(F)(F)F)c1. The yield is 7.0%. As a reaction SMILES: Nc1ccc2nccnc2c1.O=C(O)c1ccnc(C(F)(F)F)c1.C[N+](=C(N1CCOCC1)N2C3=C(C=C(C=C3)Cl)[N+](=N2)[O-])C.F[P-](F)(F)(F)(F)F.CCN(C(C)C)C(C)C.CN(C)C=O>>O=C(Nc1ccc2nccnc2c1)c1ccnc(C(F)(F)F)c1. Reactants: [BH4-], COc1ccc(C2OCC(C)C(C(C)C(=O)C=CCCC(C)C(O[Si](C)(C)C(C)(C)C)C(C)C=CC(CC(O[Si](C)(C)C(C)(C)C)C(C)C=CCOC(c3ccccc3)(c3ccccc3)c3ccccc3)O[Si](C)(C)C(C)(C)C)O2)cc1, CCOC(C)=O, CCCCCC, [Na+]. Product: COc1ccc(C2OCC(C)C(C(C)C(=O)CCCCC(C)C(O[Si](C)(C)C(C)(C)C)C(C)C=CC(CC(O[Si](C)(C)C(C)(C)C)C(C)C=CCOC(c3ccccc3)(c3ccccc3)c3ccccc3)O[Si](C)(C)C(C)(C)C)O2)cc1. Reaction SMILES: [BH4-:83].[C:1]([CH3:2])([CH3:3])([CH3:4])[Si:5]([O:6][CH:7]([CH:8]([CH2:9][CH2:10][CH:11]=[CH:12][C:13]([CH:14]([CH3:15])[CH:16]1[O:17][CH:18]([c:23]2[cH:24][cH:25][c:26]([O:29][CH3:30])[cH:27][cH:28]2)[O:19][CH2:20][CH:21]1[CH3:22])=[O:31])[CH3:32])[CH:33]([CH:34]=[CH:35][CH:36]([CH2:37][CH:38]([CH:39]([CH:40]=[CH:41][CH2:42][O:43][C:44]([c:45]1[cH:46][cH:47][cH:48][cH:49][cH:50]1)([c:51]1[cH:52][cH:53][cH:54][cH:55][cH:56]1)[c:57]1[cH:58][cH:59][cH:60][cH:61][cH:62]1)[CH3:63])[O:64][Si:65]([CH3:66])([CH3:67])[C:68]([CH3:69])([CH3:70])[CH3:71])[O:72][Si:73]([CH3:74])([CH3:75])[C:76]([CH3:77])([CH3:78])[CH3:79])[CH3:80])([CH3:81])[CH3:82].[CH3:85][CH2:86][O:87][C:88]([CH3:89])=[O:90].[CH3:91][CH2:92][CH2:93][CH2:94][CH2:95][CH3:96].[Na+:84]>>[C:1]([CH3:2])([CH3:3])([CH3:4])[Si:5]([O:6][CH:7]([CH:8]([CH2:9][CH2:10][CH2:11][CH2:12][C:13]([CH:14]([CH3:15])[CH:16]1[O:17][CH:18]([c:23]2[cH:24][cH:25][c:26]([O:29][CH3:30])[cH:27][cH:28]2)[O:19][CH2:20][CH:21]1[CH3:22])=[O:31])[CH3:32])[CH:33]([CH:34]=[CH:35][CH:36]([CH2:37][CH:38]([CH:39]([CH:40]=[CH:41][CH2:42][O:43][C:44]([c:45]1[cH:46][cH:47][cH:48][cH:49][cH:50]1)([c:51]1[cH:52][cH:53][cH:54][cH:55][cH:56]1)[c:57]1[cH:58][cH:59][cH:60][cH:61][cH:62]1)[CH3:63])[O:64][Si:65]([CH3:66])([CH3:67])[C:68]([CH3:69])([CH3:70])[CH3:71])[O:72][Si:73]([CH3:74])([CH3:75])[C:76]([CH3:77])([CH3:78])[CH3:79])[CH3:80])([CH3:81])[CH3:82]. Starting materials: ClC(Cl)Cl, CCOC(=O)Cl, N, O=C(O)C1CCC(C2CCC(CCC3OCCO3)CC2)CC1. Yields the product NC(=O)C1CCC(C2CCC(CCC3OCCO3)CC2)CC1. RXN SMILES: [CH:30]([Cl:31])([Cl:32])[Cl:33].[Cl:23][C:24]([O:25][CH2:26][CH3:27])=[O:28].[NH3:29].[O:1]1[CH:2]([CH2:6][CH2:7][CH:8]2[CH2:9][CH2:10][CH:11]([CH:14]3[CH2:15][CH2:16][CH:17]([C:20](=[O:21])[OH:22])[CH2:18][CH2:19]3)[CH2:12][CH2:13]2)[O:3][CH2:4][CH2:5]1>>[O:1]1[CH:2]([CH2:6][CH2:7][CH:8]2[CH2:9][CH2:10][CH:11]([CH:14]3[CH2:15][CH2:16][CH:17]([C:20](=[O:22])[NH2:29])[CH2:18][CH2:19]3)[CH2:12][CH2:13]2)[O:3][CH2:4][CH2:5]1. Starting materials: O=C([O-])[O-], CCOC(=O)c1cccc(O)c1, COc1ccc(CCNc2cc(Cl)nc(SC)n2)cc1OC, [Cs+], [Cs+], CN(C)C=O, O. The product is CCOC(=O)c1cccc(Oc2cc(NCCc3ccc(OC)c(OC)c3)nc(SC)n2)c1. As a reaction SMILES: [C:35](=[O:36])([O-:37])[O-:38].[CH2:23]([CH3:24])[O:25][C:26]([c:27]1[cH:28][c:29]([OH:33])[cH:30][cH:31][cH:32]1)=[O:34].[Cl:1][c:2]1[cH:3][c:4]([NH:10][CH2:11][CH2:12][c:13]2[cH:14][c:15]([O:21][CH3:22])[c:16]([O:19][CH3:20])[cH:17][cH:18]2)[n:5][c:6]([S:8][CH3:9])[n:7]1.[Cs+:39].[Cs+:40].[O:41]=[CH:42][N:43]([CH3:44])[CH3:45].[OH2:46]>>[c:2]1([O:33][c:29]2[cH:28][c:27]([C:26]([O:25][CH2:23][CH3:24])=[O:34])[cH:32][cH:31][cH:30]2)[cH:3][c:4]([NH:10][CH2:11][CH2:12][c:13]2[cH:14][c:15]([O:21][CH3:22])[c:16]([O:19][CH3:20])[cH:17][cH:18]2)[n:5][c:6]([S:8][CH3:9])[n:7]1. Reactants: Cl.COC(C1=CC=C(C=C1)CNCC(CCC)O)=O (4-[(2-hydroxypentylamino)methyl]benzoic acid methyl ester hydrochloride), C(C1=CC=CC=C1)(=O)C1=C(C(=O)O)C=CC(=C1)Cl (2-benzoyl-4-chlorobenzoic acid). The product is COC(C1=CC=C(C=C1)CN1C(C2=CC=C(C=C2C(=C1C(CCC)=O)C1=CC=CC=C1)Cl)=O)=O (4-(6-chloro-1-oxo-4-phenyl-3-butyryl-1H-isoquinolin-2-ylmethyl)benzoic acid methyl ester). RXN SMILES: Cl.[CH3:2][O:3][C:4](=[O:19])[C:5]1[CH:10]=[CH:9][C:8]([CH2:11][NH:12][CH2:13][CH:14]([OH:18])[CH2:15][CH2:16][CH3:17])=[CH:7][CH:6]=1.[C:20]([C:28]1[CH:36]=[C:35]([Cl:37])[CH:34]=[CH:33][C:29]=1[C:30](O)=[O:31])(=O)[C:21]1[CH:26]=[CH:25][CH:24]=[CH:23][CH:22]=1>>[CH3:2][O:3][C:4](=[O:19])[C:5]1[CH:6]=[CH:7][C:8]([CH2:11][N:12]2[C:13]([C:14](=[O:18])[CH2:15][CH2:16][CH3:17])=[C:20]([C:21]3[CH:26]=[CH:25][CH:24]=[CH:23][CH:22]=3)[C:28]3[C:29](=[CH:33][CH:34]=[C:35]([Cl:37])[CH:36]=3)[C:30]2=[O:31])=[CH:9][CH:10]=1 |f:0.1|. Reported procedure: In the same manner as in Example 458, Step 2, the title compound was synthesized from 4-[(2-hydroxypentylamino)methyl]benzoic acid methyl ester hydrochloride and 2-benzoyl-4-chlorobenzoic acid.